This data is from the Open Reaction Database (ORD), a public repository of structured organic reaction records. The task is: describe an organic reaction: reactants, conditions, products, and yield The reactants are C(#N)C1=CC=C(C=C1)C(CCCN1CC2CN(CC(C1)C2)C(=O)OC(C)(C)C)O (tert-Butyl 7-[4-(4-cyanophenyl)-4-hydroxybutyl]-3,7-diazabicyclo[3.3.1]nonane-3-carboxylate), [H-].[Na+] (NaH), CS(=O)C (DMSO), N1=CC=C(C=C1)CCl (4-pyridinylmethyl chloride). Run in CN(C)C=O (DMF), O (water), petroleum ether. Run at temperature 0 celsius, time 15 minute. The product is C(#N)C1=CC=C(C=C1)C(CCCN1CC2CN(CC(C1)C2)C(=O)OC(C)(C)C)OCC2=CC=NC=C2 (tert-Butyl 7-[4-(4-cyanophenyl)-4-(4-pyridinylmethoxy)butyl]-3,7-diaza-bicyclo[3.3.1 ]nonane-3-carboxylate). Isolated yield 33.0%. As a reaction SMILES: [H-].[Na+].CS(C)=O.[C:7]([C:9]1[CH:14]=[CH:13][C:12]([CH:15]([OH:35])[CH2:16][CH2:17][CH2:18][N:19]2[CH2:26][CH:25]3[CH2:27][CH:21]([CH2:22][N:23]([C:28]([O:30][C:31]([CH3:34])([CH3:33])[CH3:32])=[O:29])[CH2:24]3)[CH2:20]2)=[CH:11][CH:10]=1)#[N:8].[N:36]1[CH:41]=[CH:40][C:39]([CH2:42]Cl)=[CH:38][CH:37]=1>CN(C=O)C.O>[C:7]([C:9]1[CH:10]=[CH:11][C:12]([CH:15]([O:35][CH2:42][C:39]2[CH:40]=[CH:41][N:36]=[CH:37][CH:38]=2)[CH2:16][CH2:17][CH2:18][N:19]2[CH2:20][CH:21]3[CH2:27][CH:25]([CH2:24][N:23]([C:28]([O:30][C:31]([CH3:32])([CH3:34])[CH3:33])=[O:29])[CH2:22]3)[CH2:26]2)=[CH:13][CH:14]=1)#[N:8] |f:0.1|. Procedure: NaH (0.059 g; 55% suspension in oil; 1.35 mmol) was washed with petroleum ether (fraction 40/60). 2 mL of DMSO was added. tert-Butyl 7-[4-(4-cyanophenyl)-4-hydroxybutyl]-3,7-diazabicyclo[3.3.1]nonane-3-carboxylate (see Example 1(x) above; 0.54 g; 1.05 mmol) dissolved in 10 mL of DMF was added dropwise at 0° C. After 15 minutes, 4-pyridinylmethyl chloride (0.17 g; 1.05 mmol) was added dropwise at 0° C. The mixture was stirred at 0° C. for 30 minutes, then at rt overnight. The reaction mixture was... The reactants are C1(CC1)[Mg]Br.O1CCCC1 (cyclopropyl magnesium bromide tetrahydrofuran), C(C1=CC=CC=C1)(C1=CC=CC=C1)N1CC(C1)=O (1-benzhydrylazetidin-3-one), C([O-])([O-])=O.[Na+].[Na+] (sodium carbonate). Run in O1CCCC1 (tetrahydrofuran). Conditions: time 30 minute. Product: C(C1=CC=CC=C1)(C1=CC=CC=C1)N1CC(C1)(O)C1CC1 (1-Benzhydryl-3-cyclopropylazetidin-3-ol). Reaction SMILES: [CH:1]([N:14]1[CH2:17][C:16](=[O:18])[CH2:15]1)([C:8]1[CH:13]=[CH:12][CH:11]=[CH:10][CH:9]=1)[C:2]1[CH:7]=[CH:6][CH:5]=[CH:4][CH:3]=1.[CH:19]1([Mg]Br)[CH2:21][CH2:20]1.O1CCCC1.C(=O)([O-])[O-].[Na+].[Na+]>O1CCCC1>[CH:1]([N:14]1[CH2:17][C:16]([CH:19]2[CH2:21][CH2:20]2)([OH:18])[CH2:15]1)([C:8]1[CH:13]=[CH:12][CH:11]=[CH:10][CH:9]=1)[C:2]1[CH:3]=[CH:4][CH:5]=[CH:6][CH:7]=1 |f:1.2,3.4.5|. Procedure details: 300 mg of 1-benzhydrylazetidin-3-one dissolved in 3.8 ml of tetrahydrofuran was added to 2 ml of 1M cyclopropyl magnesium bromide/tetrahydrofuran solution under ice water cooling, and the mixture was allowed to warm to room temperature and stirred for 30 minutes. The reaction solution was poured into a saturated aqueous solution of sodium carbonate and the mixture was subjected to extraction with diethyl ether, and dried over magnesium sulfate. The solvent was distilled off under reduced pressur... Reactants: [N+](=O)([O-])C1=CC=C(C=C1)S(=O)(=O)C1=CC=C(C=C1)F (4-fluorophenyl 4-nitrophenyl sulfone). The reagents and catalysts are [Rh] (Rhodium on carbon). Solvent: CO (methanol). Yields the product FC1=CC=C(C=C1)S(=O)(=O)C1=CC=C(C=C1)N (4-[(4-Fluorophenyl)sulfonyl]phenylamine). Reaction SMILES: [N+:1]([C:4]1[CH:9]=[CH:8][C:7]([S:10]([C:13]2[CH:18]=[CH:17][C:16]([F:19])=[CH:15][CH:14]=2)(=[O:12])=[O:11])=[CH:6][CH:5]=1)([O-])=O>CO.[Rh]>[F:19][C:16]1[CH:17]=[CH:18][C:13]([S:10]([C:7]2[CH:8]=[CH:9][C:4]([NH2:1])=[CH:5][CH:6]=2)(=[O:12])=[O:11])=[CH:14][CH:15]=1. Reported procedure: A mixture of 4-fluorophenyl 4-nitrophenyl sulfone (1.89 g, 6.72 mmol) in methanol (80 mL) is treated with Rhodium on carbon (5%, 95 mg) and hydrogenated at 20 psi for 24 hr. The mixture is filtered, rinsing with methylene chloride (2×100 mL) and methanol (100 mL). The filtrate is concentrated to near dryness and refiltered, rinsing with minimal methanol. The solid is dried in the vacuum oven at 50° to give the desired amine, mp=204-205°: IR (drift) 3473, 3373, 1638, 1592, 1489, 1303, 1294, 1285,... The reactants are BrC1=C(C=C(C=C1CO)N(S(=O)(=O)C)C1=CC2=C(C(=C(O2)C2=CC=C(C=C2)F)C(=O)NC)C=C1C1CC1)F (6-(N-(4-bromo-3-fluoro-5-(hydroxymethyl)phenyl)methylsulfonamido)-5-cyclopropyl-2-(4-fluorophenyl)-N-methylbenzofuran-3-carboxamide), CCN(C(C)C)C(C)C (DIPEA), C(OC)Cl (MOM-Cl). Run in C1CCOC1 (THF). Run at temperature 50 celsius, time 23 hour. Yields the product BrC1=C(C=C(C=C1COCOC)N(S(=O)(=O)C)C1=CC2=C(C(=C(O2)C2=CC=C(C=C2)F)C(=O)NC)C=C1C1CC1)F (6-(N-(4-bromo-3-fluoro-5-((methoxymethoxy)methyl)phenyl)methylsulfonamido)-5-cyclopropyl-2-(4-fluorophenyl)-N-methylbenzofuran-3-carboxamide). Isolated yield 80.7%. RXN SMILES: [Br:1][C:2]1[C:7]([CH2:8][OH:9])=[CH:6][C:5]([N:10]([C:15]2[C:34]([CH:35]3[CH2:37][CH2:36]3)=[CH:33][C:18]3[C:19]([C:29]([NH:31][CH3:32])=[O:30])=[C:20]([C:22]4[CH:27]=[CH:26][C:25]([F:28])=[CH:24][CH:23]=4)[O:21][C:17]=3[CH:16]=2)[S:11]([CH3:14])(=[O:13])=[O:12])=[CH:4][C:3]=1[F:38].CCN(C(C)C)C(C)C.[CH2:48](Cl)[O:49][CH3:50]>C1COCC1>[Br:1][C:2]1[C:7]([CH2:8][O:9][CH2:48][O:49][CH3:50])=[CH:6][C:5]([N:10]([C:15]2[C:34]([CH:35]3[CH2:37][CH2:36]3)=[CH:33][C:18]3[C:19]([C:29]([NH:31][CH3:32])=[O:30])=[C:20]([C:22]4[CH:23]=[CH:24][C:25]([F:28])=[CH:26][CH:27]=4)[O:21][C:17]=3[CH:16]=2)[S:11]([CH3:14])(=[O:13])=[O:12])=[CH:4][C:3]=1[F:38]. Procedure details: A mixture of 6-(N-(4-bromo-3-fluoro-5-(hydroxymethyl)phenyl)methylsulfonamido)-5-cyclopropyl-2-(4-fluorophenyl)-N-methylbenzofuran-3-carboxamide (350 mg, 0.578 mmol), DIPEA (0.303 mL, 1.734 mmol) and MOM-Cl (0.110 mL, 1.445 mmol) in THF (3.0 mL) was stirred at 50° C. in a sealed tube. After 23 hours, the solution was concentrated and purified by silica gel chromatography (0-40% EtOAc in hexanes) to give 6-(N-(4-bromo-3-fluoro-5-((methoxymethoxy)methyl)phenyl)methylsulfonamido)-5-cyclopropyl-2-(4...